This data is from the Open Reaction Database (ORD), a public repository of structured organic reaction records. The task is: describe an organic reaction: reactants, conditions, products, and yield As a reaction SMILES: Cl.[Br:2][C:3]1C(C#N)=[N:5][CH:6]=[CH:7][CH:8]=1.CCCCCCC.C[CH2:19][O:20][C:21]([CH3:23])=[O:22]>>[CH3:19][O:20][C:21]([C:23]1[C:3]([Br:2])=[CH:8][CH:7]=[CH:6][N:5]=1)=[O:22]. Yields the product COC(=O)C1=NC=CC=C1Br (3-Bromo-pyridine-2-carboxylic acid methyl ester). The reactants are CCCCCCC (heptane), Cl (HCl), BrC=1C(=NC=CC1)C#N (3-bromopyridine-2-carbonitrile), amide, BrC=1C(=NC=CC1)C#N (3-bromo-pyridine-2-carbonitrile), CCOC(=O)C (EtOAc). Reported procedure: A 50 L three-neck round bottom flask is equipped with a mechanical stirrer, thermocouple, nitrogen inlet and reflux condenser. The flask is charged with HCl (20 L) and 3-bromopyridine-2-carbonitrile (6790 g, 37.1 mol) (prepared, for example, essentially as described in the Alternate Procedure for Intermediate 3). The reaction mixture is heated to reflux and the starting material dissolves and a pink suspension forms. The reaction mixture is stirred for 20 h at reflux. The reaction progress is mo... Reaction conditions: temperature 2.5 celsius, time 20 hour.